This data is from the Open Reaction Database (ORD), a public repository of structured organic reaction records. The task is: describe an organic reaction: reactants, conditions, products, and yield The reactants are S1C(=CC=C1)COCC1=CC(=C(C(=O)O)C=C1)C1=C(C=CC=C1)C (4-(2-thienylmethoxymethyl)-2-(2-methylphenyl)benzoic acid), Cl.COC([C@@H](N)CCSC)=O (methionine methyl ester hydrochloride). The product is COC([C@@H](NC(C1=C(C=C(C=C1)COCC=1SC=CC1)C1=C(C=CC=C1)C)=O)CCSC)=O ([4-(2-thienylmethoxymethyl)-2-(2-methylphenyl)benzoyl]methionine methyl ester). As a reaction SMILES: [S:1]1[CH:5]=[CH:4][CH:3]=[C:2]1[CH2:6][O:7][CH2:8][C:9]1[CH:17]=[CH:16][C:12]([C:13](O)=[O:14])=[C:11]([C:18]2[CH:23]=[CH:22][CH:21]=[CH:20][C:19]=2[CH3:24])[CH:10]=1.Cl.[CH3:26][O:27][C:28](=[O:35])[C@H:29]([CH2:31][CH2:32][S:33][CH3:34])[NH2:30]>>[CH3:26][O:27][C:28](=[O:35])[C@H:29]([CH2:31][CH2:32][S:33][CH3:34])[NH:30][C:13](=[O:14])[C:12]1[CH:16]=[CH:17][C:9]([CH2:8][O:7][CH2:6][C:2]2[S:1][CH:5]=[CH:4][CH:3]=2)=[CH:10][C:11]=1[C:18]1[CH:23]=[CH:22][CH:21]=[CH:20][C:19]=1[CH3:24] |f:1.2|. Procedure: The desired compound was prepared by coupling 4-(2-thienylmethoxymethyl)-2-(2-methylphenyl)benzoic acid, prepared as in Example 272C, with methionine methyl ester hydrochloride using the procedure of Example 184A. Starting materials: C(C)(=O)O[C@H]1[C@@H](C(N1[Si](C)(C)C(C)(C)C)=O)N ((3S,4S)-4-acetoxy-3-amino-1-t-butyldimethylsilyl-2-oxoazetidine), BrC(C(=O)O)C1=CC=CC=C1 (2-bromo-2-phenylacetic acid). Product: C(C)(=O)O[C@H]1[C@@H](C(N1[Si](C)(C)C(C)(C)C)=O)NC(C(C1=CC=CC=C1)Br)=O ((3S,4S)-4-acetoxy-3-(2-bromo-2-phenylacetamido)-1-t-butyldimethylsilyl-2-oxoazetidine). Isolated yield 58.9%. Reaction SMILES: [C:1]([O:4][C@@H:5]1[N:8]([Si:9]([C:12]([CH3:15])([CH3:14])[CH3:13])([CH3:11])[CH3:10])[C:7](=[O:16])[C@H:6]1[NH2:17])(=[O:3])[CH3:2].[Br:18][CH:19]([C:23]1[CH:28]=[CH:27][CH:26]=[CH:25][CH:24]=1)[C:20](O)=[O:21]>>[C:1]([O:4][C@@H:5]1[N:8]([Si:9]([C:12]([CH3:13])([CH3:15])[CH3:14])([CH3:10])[CH3:11])[C:7](=[O:16])[C@H:6]1[NH:17][C:20](=[O:21])[CH:19]([Br:18])[C:23]1[CH:28]=[CH:27][CH:26]=[CH:25][CH:24]=1)(=[O:3])[CH3:2]. Procedure details: Following the procedure of Reference Example 16B but using 0.385 g of (3S,4S)-4-acetoxy-3-amino-1-t-butyldimethylsilyl-2-oxoazetidine and 0.384 g of 2-bromo-2-phenylacetic acid, there is obtained 0.40 g of (3S,4S)-4-acetoxy-3-(2-bromo-2-phenylacetamido)-1-t-butyldimethylsilyl-2-oxoazetidine.